Dataset: the Open Reaction Database (ORD), a public repository of structured organic reaction records. Task: describe an organic reaction: reactants, conditions, products, and yield Reactants: N=1N=NN2C1C=CC(=C2)[C@H]2OC2 ((R)-2-(tetrazolo[1,5-a]pyrid 6-yl)oxirane), NC(CO)(C)C (2-amino-2-methyl-1-propanol). The solvent is C(C)O (ethanol). Run at temperature 120 celsius. The product is CC(CO)(C)NC[C@H](O)C=1C=CC=2N(C1)N=NN2 ((R)-α-[[(1,1-Dimethyl-2-hydroxyethyl)amino]methyl]tetrazolo[1,5-a]pyridine6 methanol). Yield: 91.7%. Reaction SMILES: [N:1]1[N:2]=[N:3][N:4]2[CH:9]=[C:8]([C@@H:10]3[CH2:12][O:11]3)[CH:7]=[CH:6][C:5]=12.[NH2:13][C:14]([CH3:18])([CH3:17])[CH2:15][OH:16]>C(O)C>[CH3:17][C:14]([NH:13][CH2:12][C@@H:10]([C:8]1[CH:7]=[CH:6][C:5]2[N:4]([N:3]=[N:2][N:1]=2)[CH:9]=1)[OH:11])([CH3:18])[CH2:15][OH:16]. Procedure details: A solution of (R)-2-(tetrazolo[1,5-a]pyrid 6-yl)oxirane (0.25 g, 1.54 mmol) and 2-amino-2-methyl-1-propanol (0.275 g, 3.08 mmol) in 1 ml of absolute ethanol in a sealed reaction tube was heated at 120° C. (bath temperature) for two hours. The reaction mixture was concentrated under reduced pressure and then purified by preparative Tlc (silica gel; 80:20:0.5 methylene chloride:methanol: concentrated NH4OH) to afford 355 mg (92%) of product. RXN SMILES: [CH3:1][O:2][C:3]([CH2:4][CH2:5][N:6]1[CH2:7][CH2:8][N:9]([c:12]2[cH:13][cH:14][c:15]([NH2:18])[cH:16][cH:17]2)[CH2:10][CH2:11]1)=[O:19].[CH3:27][c:28]1[cH:29][cH:30][cH:31][cH:32][cH:33]1.[I:20][c:21]1[cH:22][cH:23][cH:24][cH:25][cH:26]1.[O:36]=[C:37]([CH:38]=[CH:39][c:40]1[cH:41][cH:42][cH:43][cH:44][cH:45]1)[CH:46]=[CH:47][c:48]1[cH:49][cH:50][cH:51][cH:52][cH:53]1.[O:54]=[C:55]([CH:56]=[CH:57][c:58]1[cH:59][cH:60][cH:61][cH:62][cH:63]1)[CH:64]=[CH:65][c:66]1[cH:67][cH:68][cH:69][cH:70][cH:71]1.[O:72]=[C:73]([CH:74]=[CH:75][c:76]1[cH:77][cH:78][cH:79][cH:80][cH:81]1)[CH:82]=[CH:83][c:84]1[cH:85][cH:86][cH:87][cH:88][cH:89]1.[Pd:34].[Pd:35]>>[CH3:1][O:2][C:3]([CH2:4][CH2:5][N:6]1[CH2:7][CH2:8][N:9]([c:12]2[cH:13][cH:14][c:15]([NH:18][c:21]3[cH:22][cH:23][cH:24][cH:25][cH:26]3)[cH:16][cH:17]2)[CH2:10][CH2:11]1)=[O:19]. Product: COC(=O)CCN1CCN(c2ccc(Nc3ccccc3)cc2)CC1. Reactants: COC(=O)CCN1CCN(c2ccc(N)cc2)CC1, Cc1ccccc1, Ic1ccccc1, O=C(C=Cc1ccccc1)C=Cc1ccccc1, O=C(C=Cc1ccccc1)C=Cc1ccccc1, O=C(C=Cc1ccccc1)C=Cc1ccccc1, [Pd], [Pd]. Starting materials: C1CCNC1, [Cl-], CCCN(C)c1cc2c(cc1Cl)NC(=O)CC(c1cccc(-n3nncc3CO)c1)=N2, ClCCl, CN(C)C=O, O=S(Cl)Cl. The product is CCCN(C)c1cc2c(cc1Cl)NC(=O)CC(c1cccc(-n3nncc3CN3CCCC3)c1)=N2. Reaction SMILES: [CH2:37]1[CH2:38][CH2:39][NH:40][CH2:41]1.[Cl-:36].[Cl:1][c:2]1[c:3]([N:27]([CH2:28][CH2:29][CH3:30])[CH3:31])[cH:4][c:5]2[c:6]([cH:26]1)[NH:7][C:8](=[O:25])[CH2:9][C:10]([c:12]1[cH:13][c:14](-[n:18]3[n:19][n:20][cH:21][c:22]3[CH2:23][OH:24])[cH:15][cH:16][cH:17]1)=[N:11]2.[Cl:42][CH2:43][Cl:44].[O:45]=[CH:46][N:47]([CH3:48])[CH3:49].[S:32]([Cl:33])([Cl:34])=[O:35]>>[Cl:1][c:2]1[c:3]([N:27]([CH2:28][CH2:29][CH3:30])[CH3:31])[cH:4][c:5]2[c:6]([cH:26]1)[NH:7][C:8](=[O:25])[CH2:9][C:10]([c:12]1[cH:13][c:14](-[n:18]3[n:19][n:20][cH:21][c:22]3[CH2:23][N:40]3[CH2:39][CH2:38][CH2:37][CH2:41]3)[cH:15][cH:16][cH:17]1)=[N:11]2. Reactants: O (water), BrC1=C(C=C(C=C1Cl)NC(C)=O)Cl (N-(4-bromo-3,5-dichlorophenyl)acetamide), [OH-].[Na+] (sodium hydroxide), solution. Run in C(CO)O (ethylene glycol). Run at time 12 hour. The product is BrC1=C(C=C(C=C1Cl)N)Cl (4-Bromo-3,5-dichlorophenylamine). As a reaction SMILES: [Br:1][C:2]1[C:7]([Cl:8])=[CH:6][C:5]([NH:9]C(=O)C)=[CH:4][C:3]=1[Cl:13].[OH-].[Na+].O>C(O)CO>[Br:1][C:2]1[C:7]([Cl:8])=[CH:6][C:5]([NH2:9])=[CH:4][C:3]=1[Cl:13] |f:1.2|. Procedure details: 202 g of N-(4-bromo-3,5-dichlorophenyl)acetamide and 220 g of sodium hydroxide (as an aqueous 50% solution) in 670 ml of ethylene glycol are stirred for 5 hours at 120° C. and then for 12 hours at room temperature. 3000 ml of water are added, the mixture is filtered, the organic phase is dried over magnesium sulphate and the solvents are evaporated off under reduced pressure. The residue obtained is crystallized from cyclohexane; m.p.=132° C. The reactants are CC(CC=1N(N=C2C(=NC=3C=CC=CC3C21)N)CCC)C (1-(2-Methylpropyl)-2-propyl-2H-pyrazolo[3,4-c]quinolin-4-amine), C1(=CC=CC=C1)P(C1=CC=CC=C1)C1=CC=CC=C1 (triphenylphosphine), C(C)(C)(C)OC(=O)NC1=NC=CC=C1B(O)O (2-tert-butoxycarbonylamino-3-pyridylboronic acid), Cl (hydrochloric acid), C([O-])([O-])=O.[Na+].[Na+] (sodium carbonate). The reagents and catalysts are C(C)(=O)[O-].[Pd+2].C(C)(=O)[O-] (palladium (II) acetate). Run in C1(=CC=CC=C1)C (toluene), C(CC)O (1-propanol), C(CC)O (1-propanol). Yields the product CC(CC=1N(N=C2C(=NC=3N=CC=CC3C21)N)CCC)C (1-(2-methylpropyl)-2-propyl-2H-pyrazolo[3,4-c][1,8]naphthyridin-4-amine). Isolated yield 11.2%. Reaction SMILES: C(OC([NH:8]C1C(B(O)O)=CC=CN=1)=O)(C)(C)C.Cl.C(=O)([O-])[O-].[Na+].[Na+].[CH3:25][CH:26]([CH3:45])[CH2:27][C:28]1[N:29]([CH2:42][CH2:43][CH3:44])[N:30]=[C:31]2[C:40]=1[C:39]1[CH:38]=[CH:37][CH:36]=C[C:34]=1[N:33]=[C:32]2[NH2:41].C1(P(C2C=CC=CC=2)C2C=CC=CC=2)C=CC=CC=1>C(O)CC.C1(C)C=CC=CC=1.C([O-])(=O)C.[Pd+2].C([O-])(=O)C>[CH3:25][CH:26]([CH3:45])[CH2:27][C:28]1[N:29]([CH2:42][CH2:43][CH3:44])[N:30]=[C:31]2[C:40]=1[C:39]1[CH:38]=[CH:37][CH:36]=[N:8][C:34]=1[N:33]=[C:32]2[NH2:41] |f:2.3.4,9.10.11|. Procedure details: A modification of the method described in Example 16 was used to treat 2-tert-butoxycarbonylamino-3-pyridylboronic acid (11.33 mmol) in 1-propanol (10 mL) with hydrochloric acid (12 mL of 1 M) followed by sodium carbonate (1.99 g, 18.8 mmol), 4-bromo-5-(2-methylpropyl)-1-propyl-1H-pyrazole-3-carbonitrile (1.53 g, 5.66 mmol, prepared as described in Example 1) in 1-propanol (5 mL), triphenylphosphine (44.5 mg, 0.17 mmol), and palladium (II) acetate (13 mg, 0.057 mmol) in toluene (0.25 mL). The re... Reactants: Cl.N1(CCCCC1)CCCC(=O)O (4-Piperidinobutyric acid hydrochloride), S(=O)(Cl)Cl (thionyl chloride). Product: Cl.N1(CCCCC1)CCCC(=O)Cl (4-Piperidinobutyryl chloride hydrochloride). As a reaction SMILES: [ClH:1].[N:2]1([CH2:8][CH2:9][CH2:10][C:11]([OH:13])=O)[CH2:7][CH2:6][CH2:5][CH2:4][CH2:3]1.S(Cl)([Cl:16])=O>>[ClH:16].[N:2]1([CH2:8][CH2:9][CH2:10][C:11]([Cl:1])=[O:13])[CH2:7][CH2:6][CH2:5][CH2:4][CH2:3]1 |f:0.1,3.4|. Reported procedure: 4-Piperidinobutyric acid hydrochloride (750 mg) and 4 ml of thionyl chloride were combined and stirred at reflux for 45 min., concentrated, triturated with ether and dried to give 700 mg of light brown solid which when dissolved in dry methanol gave Rf 0.1 in system D, distinctly different from the starting acid and presumably the methyl ester. The solid was used without further purification. Reactants: CCOC(C)=O, COC(=O)CN1C(=O)C(NC(=O)OC(C)(C)C)CNc2ccccc21, Cl. Product: COC(=O)CN1C(=O)C(N)CNc2ccccc21, Cl. As a reaction SMILES: [CH3:27][CH2:28][O:29][C:30](=[O:31])[CH3:32].[CH3:2][O:3][C:4]([CH2:5][N:6]1[c:7]2[c:8]([cH:22][cH:23][cH:24][cH:25]2)[NH:9][CH2:10][CH:11]([NH:14][C:15]([O:16][C:17]([CH3:18])([CH3:19])[CH3:20])=[O:21])[C:12]1=[O:13])=[O:26].[ClH:1]>>[CH3:2][O:3][C:4]([CH2:5][N:6]1[c:7]2[c:8]([cH:22][cH:23][cH:24][cH:25]2)[NH:9][CH2:10][CH:11]([NH2:14])[C:12]1=[O:13])=[O:26].[ClH:1]. Reactants: S(=O)(=O)([O-])C1=CC=C(C)C=C1 (tosylate), CN (methylamine), C(C)O (ethanol), C(C)O (ethanol), C(C)(C)O (Isopropanol), Cl (HCl). The product is Cl.O1C(COCC1)CNC (1-(1,4-dioxan-2-yl)-N-methylmethanamine hydrochloride). Reaction SMILES: S(C1C=CC(C)=CC=1)([O-])(=O)=O.[CH3:12][NH2:13].[ClH:14].[CH:15]([OH:18])([CH3:17])[CH3:16].[CH2:19]([OH:21])[CH3:20]>>[ClH:14].[O:18]1[CH2:20][CH2:19][O:21][CH2:16][CH:15]1[CH2:17][NH:13][CH3:12] |f:5.6|. Procedure details: A solution of tosylate 22B-2 (7.76 kg), methylamine in ethanol (62 L of a 33 wt % solution) and ethanol (62 L) was heated to an internal temperature of 65° C. for 20 h. The resulting solution was then concentrated via atmospheric distillation to a volume of ˜15 L. This solution was held at 50° C. while NaOEt (9.2 L of a 21 wt % solution in ethanol; 1.05 equiv) was added, along with MTBE (47 L) each in two alternating portions. The slurry was then cooled to room temperature and filtered to remove... Starting materials: NC1=CC=C(C=C1)C=1OC2=C(N1)C=CC=C2 (2-(4'-Aminophenyl)benzoxazole), ClCC(=O)Cl (chloroacetyl chloride), ClCC(=O)NC1=CC=C(C=C1)C=1SC2=C(N1)C=CC=C2 (2-(4'-chloroacetamidophenyl)benzothiazole). Run in C1=CC=CC=C1 (benzene). The product is Cl.ClCC(=O)NC1=CC=C(C=C1)C=1OC2=C(N1)C=CC=C2 (2-(4'-Chloroacetamidophenyl)benzoxazole hydrochloride). As a reaction SMILES: [NH2:1][C:2]1[CH:7]=[CH:6][C:5]([C:8]2[O:9][C:10]3[CH:16]=[CH:15][CH:14]=[CH:13][C:11]=3[N:12]=2)=[CH:4][CH:3]=1.[Cl:17]CC(Cl)=O.[Cl:22][CH2:23][C:24](NC1C=CC(C2SC3C=CC=CC=3N=2)=CC=1)=[O:25]>C1C=CC=CC=1>[ClH:17].[Cl:22][CH2:23][C:24]([NH:1][C:2]1[CH:3]=[CH:4][C:5]([C:8]2[O:9][C:10]3[CH:16]=[CH:15][CH:14]=[CH:13][C:11]=3[N:12]=2)=[CH:6][CH:7]=1)=[O:25] |f:4.5|. Procedure details: 2-(4'-Aminophenyl)benzoxazole (0.28 g, 1.33 mmol) was treated with chloroacetyl chloride (0.5 ml) in benzene (15 ml) according to the procedure described above for preparation of 2-(4'-chloroacetamidophenyl)benzothiazole. 2-(4'-Chloroacetamidophenyl)benzoxazole hydrochloride was obtained (0.31 g, 72%).